This data is from the Open Reaction Database (ORD), a public repository of structured organic reaction records. The task is: describe an organic reaction: reactants, conditions, products, and yield Reported procedure: Into a Scintillation vial were added BOC-Ala-OH (50.8 mg, 0.268 mmol), iPr2NEt (50 μL, 0.41 mmol) and methylene chloride. The solution was cooled in an ice-water bath for 3 min, then trimethylacetyl chloride (33 μL, 0.40 mmol) was added. The solution was stirred at 0° C. for 45 min then 2-amino-5-[3-(2-methoxy-phenyl)-1-(toluene-4-sulfonyl)-1H-pyrrolo[2,3-b]pyridin-5-yl]-N,N-dimethyl-benzamide (96.9 mg, 0.179 mmol) was added, the ice-bath was removed, and the solution was stirred at rt for 2 d. ... RXN SMILES: [NH:1](C(OC(C)(C)C)=O)[C@H:2]([C:4](O)=[O:5])[CH3:3].CCN(C(C)C)C(C)C.CC(C)(C)[C:25]([Cl:27])=[O:26].[NH2:30][C:31]1[CH:41]=[CH:40][C:39]([C:42]2[CH:43]=[C:44]3[C:50]([C:51]4[CH:56]=[CH:55][CH:54]=[CH:53][C:52]=4OC)=[CH:49][N:48](S(C4C=CC(C)=CC=4)(=O)=O)[C:45]3=[N:46][CH:47]=2)=[CH:38][C:32]=1[C:33]([N:35]([CH3:37])[CH3:36])=[O:34]>C(Cl)Cl>[ClH:27].[NH2:1][C@@H:2]([CH3:3])[C:4]([NH:30][C:31]1[CH:41]=[CH:40][C:39]([C:42]2[CH:43]=[C:44]3[C:50]([C:51]4[CH:56]=[CH:55][CH:54]=[CH:53][C:52]=4[O:26][CH3:25])=[CH:49][NH:48][C:45]3=[N:46][CH:47]=2)=[CH:38][C:32]=1[C:33]([N:35]([CH3:36])[CH3:37])=[O:34])=[O:5] |f:5.6|. Product: Cl.N[C@H](C(=O)NC1=C(C(=O)N(C)C)C=C(C=C1)C=1C=C2C(=NC1)NC=C2C2=C(C=CC=C2)OC)C ((S)-2-(2-amino-propionylamino)-5-[3-(2-methoxy-phenyl)-1H-pyrrolo[2,3-b]pyridin-5-yl]-N,N-dimethyl-benzamide hydrochloride). Conditions: temperature 0 celsius, time 45 minute. Solvent: C(Cl)Cl (methylene chloride). The yield is 168.7%. The reactants are NC1=C(C(=O)N(C)C)C=C(C=C1)C=1C=C2C(=NC1)N(C=C2C2=C(C=CC=C2)OC)S(=O)(=O)C2=CC=C(C=C2)C (2-amino-5-[3-(2-methoxy-phenyl)-1-(toluene-4-sulfonyl)-1H-pyrrolo[2,3-b]pyridin-5-yl]-N,N-dimethyl-benzamide), N([C@@H](C)C(=O)O)C(=O)OC(C)(C)C (BOC-Ala-OH), CCN(C(C)C)C(C)C (iPr2NEt), CC(C(=O)Cl)(C)C (trimethylacetyl chloride). Starting materials: NC1=C(C=CC=C1)S (aminothiophenol), C=C(C(=O)O)C1=CC=C(C=C1)C(F)(F)F (α-methylene-4-(trifluoromethyl)-benzene acetic acid). The solvent is C(C)O (ethanol). Product: NC1=C(C=CC=C1)SCC(C(=O)O)C1=CC=C(C=C1)C(F)(F)F (α-[[(2-aminophenyl)-thio]-methyl]-4-(trifluoromethyl)-benzene acetic acid). Isolated yield 39.4%. RXN SMILES: [NH2:1][C:2]1[CH:7]=[CH:6][CH:5]=[CH:4][C:3]=1[SH:8].[CH2:9]=[C:10]([C:14]1[CH:19]=[CH:18][C:17]([C:20]([F:23])([F:22])[F:21])=[CH:16][CH:15]=1)[C:11]([OH:13])=[O:12]>C(O)C>[NH2:1][C:2]1[CH:7]=[CH:6][CH:5]=[CH:4][C:3]=1[S:8][CH2:9][CH:10]([C:14]1[CH:19]=[CH:18][C:17]([C:20]([F:21])([F:22])[F:23])=[CH:16][CH:15]=1)[C:11]([OH:13])=[O:12]. Reported procedure: 20.41 g of aminothiophenol were added all at once to a solution of 43 g of α-methylene-4-(trifluoromethyl)-benzene acetic acid [J. Med. Chem. (1969), Vol. 12 (3), p. 477 to 480] in 300 ml of ethanol, and the mixture was refluxed for 2 hours. The ethanol was evaporated off and the residue was taken up in 600 ml of ethyl ether and partially concentrated to 300 ml. 200 ml of isopropyl ether were added with concentration to 100 ml and cooled for 30 minutes in ice-cooled water. The crystallized produ... RXN SMILES: [C:1]1([CH:7]([O:14][C:15]([C:17]2[N:22]3[C:23](=[O:26])[C@@H:24]([NH2:25])[C@H:21]3[S:20][CH2:19][C:18]=2[S:27][CH:28]([C:35]([C:48]2[CH:53]=[CH:52][CH:51]=[CH:50][CH:49]=2)([C:42]2[CH:47]=[CH:46][CH:45]=[CH:44][CH:43]=2)[C:36]2[CH:41]=[CH:40][CH:39]=[CH:38][CH:37]=2)[S:29][C:30]2[N:31]=[N:32][NH:33][CH:34]=2)=[O:16])[C:8]2[CH:13]=[CH:12][CH:11]=[CH:10][CH:9]=2)[CH:6]=[CH:5][CH:4]=[CH:3][CH:2]=1.[C:54]([O:58][C:59]([NH:61][C:62]1[S:63][CH:64]=[C:65](/[C:67](=[N:71]/[O:72][C:73]([C:76]([O:78][C:79]([CH3:82])([CH3:81])[CH3:80])=[O:77])([CH3:75])[CH3:74])/[C:68](O)=[O:69])[N:66]=1)=[O:60])([CH3:57])([CH3:56])[CH3:55].CN1CCOCC1.P(Cl)(Cl)(OC1C=CC=CC=1)=O.Cl>ClCCl.O>[C:1]1([CH:7]([O:14][C:15]([C:17]2[N:22]3[C:23](=[O:26])[C@@H:24]([NH:25][C:68](=[O:69])/[C:67](/[C:65]4[N:66]=[C:62]([NH:61][C:59]([O:58][C:54]([CH3:57])([CH3:56])[CH3:55])=[O:60])[S:63][CH:64]=4)=[N:71]\[O:72][C:73]([C:76]([O:78][C:79]([CH3:82])([CH3:81])[CH3:80])=[O:77])([CH3:74])[CH3:75])[C@H:21]3[S:20][CH2:19][C:18]=2[S:27][CH:28]([C:35]([C:48]2[CH:53]=[CH:52][CH:51]=[CH:50][CH:49]=2)([C:42]2[CH:43]=[CH:44][CH:45]=[CH:46][CH:47]=2)[C:36]2[CH:37]=[CH:38][CH:39]=[CH:40][CH:41]=2)[S:29][C:30]2[N:31]=[N:32][NH:33][CH:34]=2)=[O:16])[C:8]2[CH:13]=[CH:12][CH:11]=[CH:10][CH:9]=2)[CH:6]=[CH:5][CH:4]=[CH:3][CH:2]=1. The solvent is O (water), ClCCl (dichloromethane). The yield is 69.2%. Procedure details: To a solution of 7β-amino-3-(trityl-1,2,3-triazol-4-ylthiomethylthio)-3-cephem-4-carboxylic acid diphenylmethyl ester (800 mg: 1.06 mMol.) and (Z)-2-(2-t-butoxycarbonylaminothiazol-4-yl)-2-(1-t-butoxycarbonyl-1-methylethoxyimino)acetic acid (479 mg: 1.12 mMol.) in dichloromethane (8 ml) cooling at -30° C. are added N-methylmorpholine (0.27 ml) (2.46 mMol.) and phenyl dichlorophosphate (0.19 ml: 1.27 mMol.), and the mixture is stirred at -30° C. for 50 minutes. The reaction mixture is mixed with ... The reactants are Cl (hydrochloric acid), C1(=CC=CC=C1)C(C1=CC=CC=C1)OC(=O)C1=C(CS[C@H]2N1C([C@H]2N)=O)SC(SC=2N=NNC2)C(C2=CC=CC=C2)(C2=CC=CC=C2)C2=CC=CC=C2 (7β-amino-3-(trityl-1,2,3-triazol-4-ylthiomethylthio)-3-cephem-4-carboxylic acid diphenylmethyl ester), C(C)(C)(C)OC(=O)NC=1SC=C(N1)/C(/C(=O)O)=N/OC(C)(C)C(=O)OC(C)(C)C ((Z)-2-(2-t-butoxycarbonylaminothiazol-4-yl)-2-(1-t-butoxycarbonyl-1-methylethoxyimino)acetic acid), CN1CCOCC1 (N-methylmorpholine), P(=O)(OC1=CC=CC=C1)(Cl)Cl (phenyl dichlorophosphate). Run at temperature -30 celsius, time 50 minute. Yields the product C1(=CC=CC=C1)C(C1=CC=CC=C1)OC(=O)C1=C(CS[C@H]2N1C([C@H]2NC(\C(=N/OC(C)(C)C(=O)OC(C)(C)C)\C=2N=C(SC2)NC(=O)OC(C)(C)C)=O)=O)SC(SC=2N=NNC2)C(C2=CC=CC=C2)(C2=CC=CC=C2)C2=CC=CC=C2 (7β-[(Z)-2-(2-t-butoxycarbonylaminothiazol-4-yl)-2-(1-t-butoxycarbonyl-1-methylethoxyimino)acetamido]-3-(trityl-1,2,3-triazol-4-ylthiomethylthio)-3-cephem-4-carboxylic acid diphenylmethyl ester).